Dataset: the Open Reaction Database (ORD), a public repository of structured organic reaction records. Task: describe an organic reaction: reactants, conditions, products, and yield The reactants are C(CC)N1C(NC(=CC1=O)C)=O (3-propyl-6-methyl-1,3-dihydropyrimidine-2,4-dione), OS(=O)(=O)O (H2SO4), [N+](=O)(O)[O-] (HNO3). Solvent: O (water). Conditions: time 2 hour. Yields the product CC1=C(C(N(C(N1)=O)CCC)=O)[N+](=O)[O-] (6-methyl-5-nitro-3-propyl-1,3-dihydropyrimidine-2,4-dione). Reaction SMILES: [CH2:1]([N:4]1[C:9](=[O:10])[CH:8]=[C:7]([CH3:11])[NH:6][C:5]1=[O:12])[CH2:2][CH3:3].OS(O)(=O)=O.[N+:18]([O-])([OH:20])=[O:19]>O>[CH3:11][C:7]1[NH:6][C:5](=[O:12])[N:4]([CH2:1][CH2:2][CH3:3])[C:9](=[O:10])[C:8]=1[N+:18]([O-:20])=[O:19]. Procedure: 3-propyl-6-methyl-1,3-dihydropyrimidine-2,4-dione (3 g), as prepared in Example 3, was added to a solution of concentrated H2SO4 (12 ml) and HNO3 (9.6 ml) at 0° C. The reaction mixture was allowed to come to room temperature and continued stirring for another 2 h. The reaction mixture was then poured into water and extracted with ethyl acetate (3×50 mL). The organic layer was washed with water, brine and dried over Na2SO4. Removal of the solvent and recrystallization of the residue with ethylace... The reactants are 14.8, FC1=CC=C(C=C1)C(CCCN1C(CN(CC1)CC1=CC=CC=C1)C(=O)N)C1=CC=C(C=C1)F (1-[4,4-bis(4-fluorophenyl)butyl]-4-(phenylmethyl)-2-piperazinecarboxamide), [H][H] (hydrogen). The reagents and catalysts are [Pd] (palladium-on-charcoal). Solvent: CO (methanol). The product is FC1=CC=C(C=C1)C(CCCN1C(CNCC1)C(=O)N)C1=CC=C(C=C1)F (1-[4,4-bis(4-fluorophenyl)butyl]-2-piperazinecarboxamide). The yield is 66.4%. As a reaction SMILES: [F:1][C:2]1[CH:7]=[CH:6][C:5]([CH:8]([C:28]2[CH:33]=[CH:32][C:31]([F:34])=[CH:30][CH:29]=2)[CH2:9][CH2:10][CH2:11][N:12]2[CH2:17][CH2:16][N:15](CC3C=CC=CC=3)[CH2:14][CH:13]2[C:25]([NH2:27])=[O:26])=[CH:4][CH:3]=1.[H][H]>[Pd].CO>[F:1][C:2]1[CH:7]=[CH:6][C:5]([CH:8]([C:28]2[CH:29]=[CH:30][C:31]([F:34])=[CH:32][CH:33]=2)[CH2:9][CH2:10][CH2:11][N:12]2[CH2:17][CH2:16][NH:15][CH2:14][CH:13]2[C:25]([NH2:27])=[O:26])=[CH:4][CH:3]=1. Procedure: A mixture of 14.8 parts of 1-[4,4-bis(4-fluorophenyl)butyl]-4-(phenylmethyl)-2-piperazinecarboxamide and 200 parts of methanol was hydrogenated at normal pressure and at room temperature with 2 parts of palladium-on-charcoal catalyst 10%. After the calculated amount of hydrogen was taken up, the catalyst was filtered off and the filtrate was evaporated. The residue was purified by column-chromatography over silica gel using a mixture of trichloromethane and methanol (85:15 by volume) as eluent. ... Starting materials: CC(C)(C)CCN, Cc1ccccc1, CC(C)(C)OC(=O)N1CCC(c2c(F)cccc2C=O)CC1. Yields the product CC(C)(C)CCN=Cc1cccc(F)c1C1CCN(C(=O)OC(C)(C)C)CC1. Reaction SMILES: [CH3:23][C:24]([CH2:25][CH2:26][NH2:27])([CH3:28])[CH3:29].[CH3:30][c:31]1[cH:32][cH:33][cH:34][cH:35][cH:36]1.[F:1][c:2]1[c:3]([CH:10]2[CH2:11][CH2:12][N:13]([C:16](=[O:17])[O:18][C:19]([CH3:20])([CH3:21])[CH3:22])[CH2:14][CH2:15]2)[c:4]([CH:8]=[O:9])[cH:5][cH:6][cH:7]1>>[F:1][c:2]1[c:3]([CH:10]2[CH2:11][CH2:12][N:13]([C:16](=[O:17])[O:18][C:19]([CH3:20])([CH3:21])[CH3:22])[CH2:14][CH2:15]2)[c:4]([CH:8]=[N:27][CH2:26][CH2:25][C:24]([CH3:23])([CH3:28])[CH3:29])[cH:5][cH:6][cH:7]1. Reactants: [Al+3], CC1(C)COc2ccc(Br)cc21, CCCCCC(=O)Cl, CCCCCC, CCOC(C)=O, [Cl-], [Cl-], [Cl-], ClCCl. The product is CCCCCC(=O)c1cc(Br)cc2c1OCC2(C)C. As a reaction SMILES: [Al+3:2].[Br:16][c:17]1[cH:18][cH:19][c:20]2[c:21]([cH:27]1)[C:22]([CH3:25])([CH3:26])[CH2:23][O:24]2.[C:8]([CH2:9][CH2:10][CH2:11][CH2:12][CH3:13])(=[O:14])[Cl:15].[CH3:28][CH2:29][CH2:30][CH2:31][CH2:32][CH3:33].[CH3:34][CH2:35][O:36][C:37](=[O:38])[CH3:39].[Cl-:1].[Cl-:3].[Cl-:4].[Cl:5][CH2:6][Cl:7]>>[C:8]([CH2:9][CH2:10][CH2:11][CH2:12][CH3:13])(=[O:14])[c:19]1[cH:18][c:17]([Br:16])[cH:27][c:21]2[c:20]1[O:24][CH2:23][C:22]2([CH3:25])[CH3:26]. Yield: 52.3%. Reagents/catalysts: C=1C=CC(=CC1)/C=C/C(=O)/C=C/C2=CC=CC=C2.C=1C=CC(=CC1)/C=C/C(=O)/C=C/C2=CC=CC=C2.C=1C=CC(=CC1)/C=C/C(=O)/C=C/C2=CC=CC=C2.[Pd].[Pd] (Pd2(dba)3). Yields the product C(C)(C)(C)C=1C=C2C=NN(C(C2=C(C1)F)=O)C=1C(=C(C=CC1)N1N=C(C(=C1)C#N)NC1=NC=C(C=C1)Cl)CO (1-[3-(6-tert-butyl-8-fluoro-1-oxo-1H-phthalazin-2-yl)-2-hydroxymethyl-phenyl]-3-(5-chloro-pyridin-2-ylamino)-1H-pyrazole-4-carbonitrile). Conditions: temperature 95 celsius. Reactants: C(C)(C)(C)C=1C=C2C=NN(C(C2=C(C1)F)=O)C=1C(=C(C=CC1)N1N=C(C(=C1)C#N)I)CO (1-[3-(6-tert-butyl-8-fluoro-1-oxo-1H-phthalazin-2-yl)-2-hydroxymethyl-phenyl]-3-iodo-1H-pyrazole-4-carbonitrile), ClC=1C=CC(=NC1)N (5-chloropyridin-2-amine), CC1(C2=C(C(=CC=C2)P(C3=CC=CC=C3)C4=CC=CC=C4)OC5=C(C=CC=C51)P(C6=CC=CC=C6)C7=CC=CC=C7)C (XANTPHOS), C([O-])([O-])=O.[Cs+].[Cs+] (cesium carbonate). Run in O1CCOCC1 (dioxane). Reaction SMILES: [C:1]([C:5]1[CH:6]=[C:7]2[C:12](=[C:13]([F:15])[CH:14]=1)[C:11](=[O:16])[N:10]([C:17]1[C:18]([CH2:31][OH:32])=[C:19]([N:23]3[CH:27]=[C:26]([C:28]#[N:29])[C:25](I)=[N:24]3)[CH:20]=[CH:21][CH:22]=1)[N:9]=[CH:8]2)([CH3:4])([CH3:3])[CH3:2].[Cl:33][C:34]1[CH:35]=[CH:36][C:37]([NH2:40])=[N:38][CH:39]=1.CC1(C)C2C(=C(P(C3C=CC=CC=3)C3C=CC=CC=3)C=CC=2)OC2C(P(C3C=CC=CC=3)C3C=CC=CC=3)=CC=CC1=2.C(=O)([O-])[O-].[Cs+].[Cs+]>C1C=CC(/C=C/C(/C=C/C2C=CC=CC=2)=O)=CC=1.C1C=CC(/C=C/C(/C=C/C2C=CC=CC=2)=O)=CC=1.C1C=CC(/C=C/C(/C=C/C2C=CC=CC=2)=O)=CC=1.[Pd].[Pd].O1CCOCC1>[C:1]([C:5]1[CH:6]=[C:7]2[C:12](=[C:13]([F:15])[CH:14]=1)[C:11](=[O:16])[N:10]([C:17]1[C:18]([CH2:31][OH:32])=[C:19]([N:23]3[CH:27]=[C:26]([C:28]#[N:29])[C:25]([NH:40][C:37]4[CH:36]=[CH:35][C:34]([Cl:33])=[CH:39][N:38]=4)=[N:24]3)[CH:20]=[CH:21][CH:22]=1)[N:9]=[CH:8]2)([CH3:4])([CH3:3])[CH3:2] |f:3.4.5,6.7.8.9.10|. Reported procedure: A small round bottom flask was charged with 1-[3-(6-tert-butyl-8-fluoro-1-oxo-1H-phthalazin-2-yl)-2-hydroxymethyl-phenyl]-3-iodo-1H-pyrazole-4-carbonitrile (212 mg, 0.39 mmol), 5-chloropyridin-2-amine (65 mg, 0.51 mmol), XANTPHOS (56 mg, 0.098 mmol), and cesium carbonate (381 mg, 1.17 mmol). Dry dioxane (5.7 ml) was added and the mixture was thoroughly degassed with argon. Pd2(dba)3 (46 mg, 0.051 mmol) was added and the material was again degassed with argon. The flask was placed in an oil bath ... Reactants: C(CCC)C1=CC=C(C=C1)CCCC[Mg]Br (4-(4-butylphenyl)butylmagnesium bromide), COC1=C(C=CC=C1)C=1OCC(N1)(C)C (2-(2-methoxyphenyl)-4,4-dimethyloxazoline), ( b ), ( c ). The solvent is O1CCCC1 (tetrahydrofuran), O1CCCC1 (tetrahydrofuran). Yields the product C(CCC)C1=CC=C(C=C1)CCCCC1=C(C=CC=C1)C=1OCC(N1)(C)C (2-[2-(4-(4-butylphenyl)butyl)phenyl]-4,4-dimethyloxazoline). RXN SMILES: [CH2:1]([C:5]1[CH:10]=[CH:9][C:8]([CH2:11][CH2:12][CH2:13][CH2:14][Mg]Br)=[CH:7][CH:6]=1)[CH2:2][CH2:3][CH3:4].CO[C:19]1[CH:24]=[CH:23][CH:22]=[CH:21][C:20]=1[C:25]1[O:26][CH2:27][C:28]([CH3:31])([CH3:30])[N:29]=1>O1CCCC1>[CH2:1]([C:5]1[CH:10]=[CH:9][C:8]([CH2:11][CH2:12][CH2:13][CH2:14][C:19]2[CH:24]=[CH:23][CH:22]=[CH:21][C:20]=2[C:25]2[O:26][CH2:27][C:28]([CH3:31])([CH3:30])[N:29]=2)=[CH:7][CH:6]=1)[CH2:2][CH2:3][CH3:4]. Reported procedure: Following the procedures of Example 1(a), (b) and (c), to 4-(4-butylphenyl)butylmagnesium bromide (from 21.47 mmoles of 4-(4-butylphenyl)butyl bromide and 18.96 mmoles of magnesium) in distilled tetrahydrofuran (35 ml) was added 2-(2-methoxyphenyl)-4,4-dimethyloxazoline (16.32 mmoles) in tetrahydrofuran (15 ml). Workup of the reaction mixture furnished 2-[2-(4-(4-butylphenyl)butyl)phenyl]-4,4-dimethyloxazoline as an oil. A solution of the oxazoline (14.41 mmoles) in methyl iodide (20 ml) was ref... Starting materials: N1CCC2=CC(=CC=C12)N1C=NC=2C1=NC(=CC2)C=C (3-(2,3-dihydro-1H-indol-5-yl)-5-vinyl-3H-imidazo[4,5-b]pyridine), N1CCC2=CC(=CC=C12)N1C=NC=2C1=NC(=CC2)C=C (3-(2,3-dihydro-1H-indol-5-yl)-5-vinyl-3H-imidazo[4,5-b]pyridine), Cl.CN(CCCC(=O)O)C (4-(dimethylamino)butyric acid hydrochloride), Cl.C(C)N=C=NCCCN(C)C (N-ethyl-N′-(3-dimethylaminopropyl)carbodiimide hydrochloride). Reagents/catalysts: CN(C1=CC=NC=C1)C (4-dimethylaminopyridine). Solvent: ClCCl (dichloromethane). Run at time 24 hour. Product: CN(CCCC(N1CCC2=CC(=CC=C12)N1C=NC=2C1=NC(=CC2)C=C)=O)C (N,N-dimethyl-N-{4-oxo-4-[5-(5-vinyl-3H-imidazo[4,5-b]pyridin-3-yl)-2,3-dihydro-1H-indol-1-yl]butyl}amine). As a reaction SMILES: [NH:1]1[C:9]2[C:4](=[CH:5][C:6]([N:10]3[C:14]4=[N:15][C:16]([CH:19]=[CH2:20])=[CH:17][CH:18]=[C:13]4[N:12]=[CH:11]3)=[CH:7][CH:8]=2)[CH2:3][CH2:2]1.Cl.[CH3:22][N:23]([CH3:30])[CH2:24][CH2:25][CH2:26][C:27](O)=[O:28].Cl.C(N=C=NCCCN(C)C)C>CN(C)C1C=CN=CC=1.ClCCl>[CH3:22][N:23]([CH3:30])[CH2:24][CH2:25][CH2:26][C:27](=[O:28])[N:1]1[C:9]2[C:4](=[CH:5][C:6]([N:10]3[C:14]4=[N:15][C:16]([CH:19]=[CH2:20])=[CH:17][CH:18]=[C:13]4[N:12]=[CH:11]3)=[CH:7][CH:8]=2)[CH2:3][CH2:2]1 |f:1.2,3.4|. Procedure details: A mixture of 3-(2,3-dihydro-1H-indol-5-yl)-5-vinyl-3H-imidazo[4,5-b]pyridine (48.0 mg, 0.14 mmol) (Intermediate 10.1), 4-(dimethylamino)butyric acid hydrochloride (36.3 mg, 0.21 mmol), N-ethyl-N′-(3-dimethylaminopropyl)carbodiimide hydrochloride (54.9 mg, 0.29 mmol), 4-dimethylaminopyridine (122.5 mg, 1.00 mmol), and dichloromethane (8 ml) is stirred for 24 h at ambient temperature. The mixture is successively extracted with saturated aqueous ammonium chloride and saturated aqueous sodium bicarb...